Task: describe an organic reaction: reactants, conditions, products, and yield. Dataset: the Open Reaction Database (ORD), a public repository of structured organic reaction records The reactants are NCC1CCN(CCC(F)(F)F)CC1, Oc1ccc2[nH]c3ccccc3c2c1OCC1CO1. Product: Oc1ccc2[nH]c3ccccc3c2c1OCC(O)CNCC1CCN(CCC(F)(F)F)CC1. Reaction SMILES: [NH2:20][CH2:21][CH:22]1[CH2:23][CH2:24][N:25]([CH2:28][CH2:29][C:30]([F:31])([F:32])[F:33])[CH2:26][CH2:27]1.[OH:1][c:2]1[cH:3][cH:4][c:5]2[nH:6][c:7]3[cH:8][cH:9][cH:10][cH:11][c:12]3[c:13]2[c:14]1[O:15][CH2:16][CH:17]1[O:18][CH2:19]1>>[OH:1][c:2]1[cH:3][cH:4][c:5]2[nH:6][c:7]3[cH:8][cH:9][cH:10][cH:11][c:12]3[c:13]2[c:14]1[O:15][CH2:16][CH:17]([OH:18])[CH2:19][NH:20][CH2:21][CH:22]1[CH2:23][CH2:24][N:25]([CH2:28][CH2:29][C:30]([F:31])([F:32])[F:33])[CH2:26][CH2:27]1. The reactants are CC(C)=CC (2-methyl-2-butene), Example 10 ( 10e ), C([O-])([O-])=O.[K+].[K+] (potassium carbonate), Cl[O-].[Na+] (sodium hypochlorite), FC1=CC=C(C=O)C=C1 (4-fluorobenzaldehyde), COC1=C(C=CC=C1)O (2-methoxyphenol), P(=O)(O)(O)[O-].[K+] (potassium dihydrogenphosphate). Product: COC1=C(OC2=CC=C(C(=O)O)C=C2)C=CC=C1 (4-(2-Methoxyphenoxy)benzoic acid). Isolated yield 65.5%. Reaction SMILES: F[C:2]1[CH:9]=[CH:8][C:5]([CH:6]=[O:7])=[CH:4][CH:3]=1.[CH3:10][O:11][C:12]1[CH:17]=[CH:16][CH:15]=[CH:14][C:13]=1[OH:18].C(=O)([O-])[O-:20].[K+].[K+].CC(=CC)C.P([O-])(O)(O)=O.[K+].Cl[O-].[Na+]>>[CH3:10][O:11][C:12]1[CH:17]=[CH:16][CH:15]=[CH:14][C:13]=1[O:18][C:2]1[CH:9]=[CH:8][C:5]([C:6]([OH:20])=[O:7])=[CH:4][CH:3]=1 |f:2.3.4,6.7,8.9|. Procedure details: The title compound (1.6 g) was synthesized in a yield of 89% as a yellowish white crystalline solid by conducting the similar reaction to that mentioned in Example 10 (10e) using 4-fluorobenzaldehyde (1.2 g, 10 mmol), 2-methoxyphenol (1.7 g, 14 mmol), potassium carbonate (3.5 g, 25 mmol), 2-methyl-2-butene (3.9 ml, 37 mmol), potassium dihydrogenphosphate (2.5 g, 19 mmol) and sodium hypochlorite (2.0 g, 22 mmol). The reactants are CCO, [Cl-], O=[N+]([O-])c1ccc(-n2nc(C(F)(F)F)cc2C(F)(F)F)cc1, [NH4+], [Zn]. Product: ONc1ccc(-n2nc(C(F)(F)F)cc2C(F)(F)F)cc1. As a reaction SMILES: [CH3:26][CH2:27][OH:28].[Cl-:1].[N+:3](=[O:4])([O-:5])[c:6]1[cH:7][cH:8][c:9](-[n:12]2[n:13][c:14]([C:21]([F:22])([F:23])[F:24])[cH:15][c:16]2[C:17]([F:18])([F:19])[F:20])[cH:10][cH:11]1.[NH4+:2].[Zn:25]>>[NH:3]([OH:4])[c:6]1[cH:7][cH:8][c:9](-[n:12]2[n:13][c:14]([C:21]([F:22])([F:23])[F:24])[cH:15][c:16]2[C:17]([F:18])([F:19])[F:20])[cH:10][cH:11]1.